The task is: describe an organic reaction: reactants, conditions, products, and yield. This data is from the Open Reaction Database (ORD), a public repository of structured organic reaction records. Starting materials: O1C(C1)COC1=CC(=NC2=CC=CC=C12)C1=CC=CC=C1 ((RS)-4-oxiranylmethoxy-2-phenyl-quinoline), C(C)(C)N (isopropylamine). Procedure details: The title compound, m. p. 109-111° C., MS: m/e=337.2 (M+H+), was prepared from (RS)-4-oxiranylmethoxy-2-phenyl-quinoline and isopropylamine. As a reaction SMILES: [O:1]1[CH2:3][CH:2]1[CH2:4][O:5][C:6]1[C:15]2[C:10](=[CH:11][CH:12]=[CH:13][CH:14]=2)[N:9]=[C:8]([C:16]2[CH:21]=[CH:20][CH:19]=[CH:18][CH:17]=2)[CH:7]=1.[CH:22]([NH2:25])([CH3:24])[CH3:23]>>[CH:22]([NH:25][CH2:3][CH:2]([OH:1])[CH2:4][O:5][C:6]1[C:15]2[C:10](=[CH:11][CH:12]=[CH:13][CH:14]=2)[N:9]=[C:8]([C:16]2[CH:17]=[CH:18][CH:19]=[CH:20][CH:21]=2)[CH:7]=1)([CH3:24])[CH3:23]. Yields the product C(C)(C)NCC(COC1=CC(=NC2=CC=CC=C12)C1=CC=CC=C1)O ((RS)-1-Isopropylamino-3-(2-phenyl-quinolin-4-yloxy)-propan-2-ol).